Dataset: the Open Reaction Database (ORD), a public repository of structured organic reaction records. Task: describe an organic reaction: reactants, conditions, products, and yield The reactants are C(C1=CC=CC=C1)OC(NC(CN1N=CC2=CC=C(C=C12)OC)C)=O ([2-(6-Methoxy-indazol-1-yl)-1-methyl-ethyl]-carbamic Acid Benzyl Ester). The reagents and catalysts are [Pd] (Pd/C). Run in CO (methanol). Conditions: time 20 hour. Product: COC1=CC=C2C=NN(C2=C1)CC(C)N (2-(6-Methoxy-indazol-1-yl)-1-methyl-ethylamine). Yield: 97.4%. Reaction SMILES: C(OC(=O)[NH:10][CH:11]([CH3:24])[CH2:12][N:13]1[C:21]2[C:16](=[CH:17][CH:18]=[C:19]([O:22][CH3:23])[CH:20]=2)[CH:15]=[N:14]1)C1C=CC=CC=1>CO.[Pd]>[CH3:23][O:22][C:19]1[CH:20]=[C:21]2[C:16]([CH:15]=[N:14][N:13]2[CH2:12][CH:11]([NH2:10])[CH3:24])=[CH:17][CH:18]=1. Reported procedure: To a solution of the product from Step B (0.68 g, 2.0 mmol) in methanol was added Pd/C (10%, 0.10 g) under a nitrogen atmosphere at room temperature. The mixture was stirred for 20 h under a hydrogen atmosphere and filtered through a filter aid. The filtrate was evaporated to a residue which was purified by chromatography (silica, 5% methanol in dichloromethane to 10% methanol in dichloromethane) to give a syrup (0.40 g, 97%). Treatment of the syrup with fumaric acid gave a residue that was recr...